This data is from the Open Reaction Database (ORD), a public repository of structured organic reaction records. The task is: describe an organic reaction: reactants, conditions, products, and yield Reactants: BrC1=NC(=CN=C1)C1=CC=C(C=C1)C(F)(F)F (2-bromo-6-[4-(trifluoromethyl)phenyl]pyrazine), C(C)(C)N(C(C)C)CC (N,N-diisopropylethylamine), COCCNCC1=CC(=C(OCC(=O)OCC)C=C1)C (ethyl (4-{[(2-methoxyethyl)amino]methyl}-2-methylphenoxy)acetate). The solvent is O (water). Run at temperature 100 celsius. Product: COCCN(C1=NC(=CN=C1)C1=CC=C(C=C1)C(F)(F)F)CC1=CC(=C(OCC(=O)OCC)C=C1)C (Ethyl {4-[((2-methoxyethyl){6-[4-(trifluoromethyl) phenyl]pyrazin-2-yl}amino)methyl]-2-methylphenoxy}acetate). Isolated yield 19.3%. As a reaction SMILES: Br[C:2]1[CH:7]=[N:6][CH:5]=[C:4]([C:8]2[CH:13]=[CH:12][C:11]([C:14]([F:17])([F:16])[F:15])=[CH:10][CH:9]=2)[N:3]=1.C(N(CC)C(C)C)(C)C.[CH3:27][O:28][CH2:29][CH2:30][NH:31][CH2:32][C:33]1[CH:45]=[CH:44][C:36]([O:37][CH2:38][C:39]([O:41][CH2:42][CH3:43])=[O:40])=[C:35]([CH3:46])[CH:34]=1>O>[CH3:27][O:28][CH2:29][CH2:30][N:31]([CH2:32][C:33]1[CH:45]=[CH:44][C:36]([O:37][CH2:38][C:39]([O:41][CH2:42][CH3:43])=[O:40])=[C:35]([CH3:46])[CH:34]=1)[C:2]1[CH:7]=[N:6][CH:5]=[C:4]([C:8]2[CH:13]=[CH:12][C:11]([C:14]([F:17])([F:16])[F:15])=[CH:10][CH:9]=2)[N:3]=1. Procedure: A mixture of 2-bromo-6-[4-(trifluoromethyl)phenyl]pyrazine (0.5 g, 1.65 mmol), N,N-diisopropylethylamine (0.29 mL, 1.65 mmol) and ethyl (4-{[(2-methoxyethyl)amino]methyl}-2-methylphenoxy)acetate (0.7 g, 2.47 mmol) was heated at 100° C. in a sealed reactivial for 20 h. The reaction mixture was then allowed to come to room temperature, and the residue was diluted with water (40 mL) and extracted CH2Cl2 (2×40 mL). The organic extract was passed through a hydrophobic frit and concentrated in vacuo. ... Reactants: ClC(=O)OCC1=CC=CC=C1 (Benzyl chloroformate), OC1=CC=C(C=C1)NCC(=O)O (N-(4-hydroxyphenyl)glycine), O (water). Solvent: CN1C(CCC1)=O (N-methylpyrrolidone). Conditions: time 40 minute. The product is C(C1=CC=CC=C1)OC(=O)N(CC(=O)O)C1=CC=C(C=C1)O (2-((benzyloxycarbonyl)(4-hydroxyphenyl)amino)acetic acid). The yield is 75.0%. RXN SMILES: [OH:1][C:2]1[CH:7]=[CH:6][C:5]([NH:8][CH2:9][C:10]([OH:12])=[O:11])=[CH:4][CH:3]=1.Cl[C:14]([O:16][CH2:17][C:18]1[CH:23]=[CH:22][CH:21]=[CH:20][CH:19]=1)=[O:15].O>CN1CCCC1=O>[CH2:17]([O:16][C:14]([N:8]([C:5]1[CH:6]=[CH:7][C:2]([OH:1])=[CH:3][CH:4]=1)[CH2:9][C:10]([OH:12])=[O:11])=[O:15])[C:18]1[CH:23]=[CH:22][CH:21]=[CH:20][CH:19]=1. Procedure details: N-(4-hydroxyphenyl)glycine (55.0 g, 0.330 mol) was dissolved in 275 mL of N-methylpyrrolidone in a 1 L round-bottomed flask. Benzyl chloroformate (50.1 mL, 0.352 mol) was added with stirring over a 40 min period and then stirred at ambient conditions for 18 h. Deionized water was added until slightly turbid and then stored at 4° C. for 24 h. The product was isolated and recrystallized in warm ethanol, dried in vacuum oven at 40° C. overnight (yield 75%, mp=196-198° C.). 1H-NMR (500 MHz, DMSO-d6)... The reactants are F[B-](F)(F)F, CC(CN)c1ccccc1, CS(C)=O, CCN(C(C)C)C(C)C, CC(C)c1ccc2c(Nc3cc(C(=O)O)sc3Sc3ccc(N)cc3)ncnc2n1, O, CN(C)C(On1nnc2ccccc21)=[N+](C)C. The product is CC(C)c1ccc2c(Nc3cc(C(=O)NCC(C)c4ccccc4)sc3Sc3ccc(N)cc3)ncnc2n1. As a reaction SMILES: [B-:50]([F:51])([F:52])([F:53])[F:54].[CH3:31][CH:32]([CH2:33][NH2:34])[c:35]1[cH:36][cH:37][cH:38][cH:39][cH:40]1.[CH3:72][S:73](=[O:74])[CH3:75].[CH:41]([N:42]([CH2:43][CH3:44])[CH:45]([CH3:46])[CH3:47])([CH3:48])[CH3:49].[NH2:1][c:2]1[cH:3][cH:4][c:5]([S:8][c:9]2[c:10]([NH:17][c:18]3[c:19]4[c:20]([n:21][cH:22][n:23]3)[n:24][c:25]([CH:28]([CH3:29])[CH3:30])[cH:26][cH:27]4)[cH:11][c:12]([C:14](=[O:15])[OH:16])[s:13]2)[cH:6][cH:7]1.[OH2:76].[n:55]1([O:56][C:57]([N:58]([CH3:59])[CH3:60])=[N+:61]([CH3:62])[CH3:63])[c:64]2[cH:65][cH:66][cH:67][cH:68][c:69]2[n:70][n:71]1>>[NH2:1][c:2]1[cH:3][cH:4][c:5]([S:8][c:9]2[c:10]([NH:17][c:18]3[c:19]4[c:20]([n:21][cH:22][n:23]3)[n:24][c:25]([CH:28]([CH3:29])[CH3:30])[cH:26][cH:27]4)[cH:11][c:12]([C:14](=[O:15])[NH:34][CH2:33][CH:32]([CH3:31])[c:35]3[cH:36][cH:37][cH:38][cH:39][cH:40]3)[s:13]2)[cH:6][cH:7]1.